From a dataset of the Open Reaction Database (ORD), a public repository of structured organic reaction records. describe an organic reaction: reactants, conditions, products, and yield The reactants are C(C)(=O)OC1=C(C(=C(C(=C1)Cl)OC1=CC(=C(C=C1)N)C(F)(F)F)Cl)C (Methyl[3,5-dichloro-4-(4-amino-3-trifluoromethylphenoxy)phenyl] acetate), C(C(C)C)(=O)Cl (isobutyryl chloride). Yields the product C(C)(=O)OC1=C(C(=C(C(=C1)Cl)OC1=CC(=C(C=C1)NC(C(C)C)=O)C(F)(F)F)Cl)C (methyl(3,5-dichloro-4-[4-isobutyramido-3-trifluoromethylphenoxy]phenyl) acetate). Yield: 84.9%. Reaction SMILES: [C:1]([O:4][C:5]1[CH:10]=[C:9]([Cl:11])[C:8]([O:12][C:13]2[CH:18]=[CH:17][C:16]([NH2:19])=[C:15]([C:20]([F:23])([F:22])[F:21])[CH:14]=2)=[C:7]([Cl:24])[C:6]=1[CH3:25])(=[O:3])[CH3:2].[C:26](Cl)(=[O:30])[CH:27]([CH3:29])[CH3:28]>>[C:1]([O:4][C:5]1[CH:10]=[C:9]([Cl:11])[C:8]([O:12][C:13]2[CH:18]=[CH:17][C:16]([NH:19][C:26](=[O:30])[CH:27]([CH3:29])[CH3:28])=[C:15]([C:20]([F:21])([F:23])[F:22])[CH:14]=2)=[C:7]([Cl:24])[C:6]=1[CH3:25])(=[O:3])[CH3:2]. Procedure: Methyl[3,5-dichloro-4-(4-amino-3-trifluoromethylphenoxy)phenyl] acetate (70 mg) was coupled with isobutyryl chloride (30 mg), using the method described in Example 1(h). After purification on column (silica gel, ethyl acetate/petrolium ether, 1:9), 70 mg (84%) of methyl(3,5-dichloro-4-[4-isobutyramido-3-trifluoromethylphenoxy]phenyl) acetate was obtained, which was hydrolysed using the method described in Example 1(i). This gave 50 mg (74%) of 3,5-dichloro-4-(4-isobutyramido-3-trifluoromethylphe... The reactants are FC(C1=CC=C(C#N)C=C1)(F)F (4-trifluoromethyl benzonitrile), C(=O)O (formic acid), N#N (N2). Reagents/catalysts: [Ni].[Al] (nickel aluminum alloy). Reaction conditions: temperature 80 celsius, time 16 hour. Product: FC(C1=CC=C(C=O)C=C1)(F)F (4-trifluoromethyl benzaldehyde). Yield: 87.9%. Reaction SMILES: N#N.[F:3][C:4]([F:14])([F:13])[C:5]1[CH:12]=[CH:11][C:8]([C:9]#N)=[CH:7][CH:6]=1.C(O)=[O:16]>[Ni].[Al]>[F:3][C:4]([F:14])([F:13])[C:5]1[CH:12]=[CH:11][C:8]([CH:9]=[O:16])=[CH:7][CH:6]=1 |f:3.4|. Procedure: A Parr hydrogenation bottle was purges with N2 and then charged with 25 g of 4-trifluoromethyl benzonitrile, 250 mL of 75% aqueous formic acid and 3.0 g of powdered nickel/aluminum alloy catalyst (50/50). The reaction mixture was shaken at 80° C. with H2 gas (3 atmospheres pressure) for 16 hours. The reaction mixture was continuously extracted with CH2Cl2 and analyzed via Internal Standard GLC which indicated 87.9% yield of 4-trifluoromethyl benzaldehyde. The reactants are OCCCOC1=CC=C(C=C1)C[C@@H](C(=O)O)OC ((2S)-3-[4-(3-Hydroxy-propoxy)-phenyl]-2-methoxy-propionic acid), OC1=CC=C(C(=O)OCC2=CC=CC=C2)C=C1 (benzyl 4-hydroxybenzoate). Product: C(C1=CC=CC=C1)OC(C1=CC=C(C=C1)OCCCOC1=CC=C(C=C1)CC(OC)C(=O)O)=O (4-{3-[4-(2-Carboxy-2-methoxy-ethyl)-phenoxy]-propoxy}-benzoic acid benzyl ester). RXN SMILES: [OH:1][CH2:2][CH2:3][CH2:4][O:5][C:6]1[CH:11]=[CH:10][C:9]([CH2:12][C@H:13]([O:17][CH3:18])[C:14]([OH:16])=[O:15])=[CH:8][CH:7]=1.O[C:20]1[CH:35]=[CH:34][C:23]([C:24]([O:26][CH2:27][C:28]2[CH:33]=[CH:32][CH:31]=[CH:30][CH:29]=2)=[O:25])=[CH:22][CH:21]=1>>[CH2:27]([O:26][C:24](=[O:25])[C:23]1[CH:34]=[CH:35][C:20]([O:1][CH2:2][CH2:3][CH2:4][O:5][C:6]2[CH:11]=[CH:10][C:9]([CH2:12][CH:13]([C:14]([OH:16])=[O:15])[O:17][CH3:18])=[CH:8][CH:7]=2)=[CH:21][CH:22]=1)[C:28]1[CH:29]=[CH:30][CH:31]=[CH:32][CH:33]=1. Procedure details: The title compound was prepared from (2S)-3-[4-(3-Hydroxy-propoxy)-phenyl]-2-methoxy-propionic acid linked to Wang's Resin (Example 94, Step D) via Mitsunobu coupling with benzyl 4-hydroxybenzoate and cleavage from the resin (Standard Procedure G) gave an oily solid. As a reaction SMILES: [CH3:18][C:19]#[N:20].[CH3:1][O:2][C:3]([C:4](=[CH:5][CH2:6][CH:7]([CH3:8])[CH3:9])[C:10]#[N:11])=[O:12].[K:17].[N+:13]([O-:14])(=[O:15])[CH3:16]>>[CH3:1][O:2][C:3]([C:4]1([C:10]#[N:11])[CH:5]([CH2:6][CH:7]([CH3:8])[CH3:9])[CH2:16]1)=[O:12]. Yields the product COC(=O)C1(C#N)CC1CC(C)C. Starting materials: CC#N, COC(=O)C(C#N)=CCC(C)C, [K], C[N+](=O)[O-].